This data is from the Open Reaction Database (ORD), a public repository of structured organic reaction records. The task is: describe an organic reaction: reactants, conditions, products, and yield The reactants are OC(CC(=O)OC)CCCCCCC\C=C/C\C=C/CCCCC ((11Z,14Z)-methyl 3-hydroxyicosa-11,14-dienoate), C(C)(C)(C)[Si](C)(C)Cl (t-butylchlorodimethyl silane). The reagents and catalysts are [N+](=O)([O-])[O-].[Ag+] (silver nitrate). Run in N1=CC=CC=C1.C1CCOC1 (pyridine THF). Reaction conditions: time 60 minute. Yields the product [Si](C)(C)(C(C)(C)C)OC(CC(=O)OC)CCCCCCC\C=C/C\C=C/CCCCC ((11Z,14Z)-methyl 3-((tert-butyldimethylsilyl)oxy)icosa-11,14-dienoate). The yield is 90.7%. Reaction SMILES: [OH:1][CH:2]([CH2:8][CH2:9][CH2:10][CH2:11][CH2:12][CH2:13][CH2:14]/[CH:15]=[CH:16]\[CH2:17]/[CH:18]=[CH:19]\[CH2:20][CH2:21][CH2:22][CH2:23][CH3:24])[CH2:3][C:4]([O:6][CH3:7])=[O:5].[C:25]([Si:29](Cl)([CH3:31])[CH3:30])([CH3:28])([CH3:27])[CH3:26]>N1C=CC=CC=1.C1COCC1.[N+]([O-])([O-])=O.[Ag+]>[Si:29]([O:1][CH:2]([CH2:8][CH2:9][CH2:10][CH2:11][CH2:12][CH2:13][CH2:14]/[CH:15]=[CH:16]\[CH2:17]/[CH:18]=[CH:19]\[CH2:20][CH2:21][CH2:22][CH2:23][CH3:24])[CH2:3][C:4]([O:6][CH3:7])=[O:5])([C:25]([CH3:28])([CH3:27])[CH3:26])([CH3:31])[CH3:30] |f:2.3,4.5|. Procedure details: The alcohol (11Z,14Z)-methyl 3-hydroxyicosa-11,14-dienoate (3) (1.40 g, 4.14 mmol) in pyridine:THF (2:1, 30 mL) was treated with silver nitrate (913 mg, 5.40 mmol), t-butylchlorodimethyl silane (814 mg, 5.40 mmol) and stirred (60 min) The mixture was filtered through Celite and the filter cake rinsed with pyridine. The filtrate was concentrated and the residue was taken-up in CH2Cl2, washed with HCl (5%, aq.) and brine, dried, filtered and concentrated. The crude material was subjected to chroma... The reactants are CN1C(C(=C(C1=O)Br)Br)=O (N-methyl-2,3-dibromomaleimide), N1C=CC2=CC=CN=C12 (7-azaindole), [Mg] (magnesium), BrCC (bromoethane), [Cl-].[NH4+] (ammonium chloride). Solvent: C1(=CC=CC=C1)C (toluene), ClCCl (dichloromethane), O1CCCC1 (tetrahydrofuran), C1(=CC=CC=C1)C (toluene). Run at time 1 hour. The product is C(C)[Mg]Br (ethylmagnesium bromide), BrC=1C(N(C(C1C1=CNC2=NC=CC=C21)=O)C)=O (3-bromo-1-methyl-4-(1H-pyrrolo[2,3-b]pyrid-3-yl)-1H-pyrrole-2,5-dione). Reaction SMILES: [Mg:1].Br[CH2:3][CH3:4].[NH:5]1[C:13]2[C:8](=[CH:9][CH:10]=[CH:11][N:12]=2)[CH:7]=[CH:6]1.[CH3:14][N:15]1[C:19](=[O:20])[C:18]([Br:21])=[C:17]([Br:22])[C:16]1=[O:23].[Cl-].[NH4+]>C1(C)C=CC=CC=1.ClCCl.O1CCCC1>[CH2:3]([Mg:1][Br:21])[CH3:4].[Br:22][C:17]1[C:16](=[O:23])[N:15]([CH3:14])[C:19](=[O:20])[C:18]=1[C:7]1[C:8]2[C:13](=[N:12][CH:11]=[CH:10][CH:9]=2)[NH:5][CH:6]=1 |f:4.5|. Procedure: A solution of ethylmagnesium bromide is prepared, starting from magnesium (12.7 mmol) suspended in bromoethane (12.7 mmol) and dry tetrahydrofuran (5 ml). The solution is stirred at ambient temperature for 1 hour and then 7-azaindole (12.7 mmol), dissolved in 40 ml of anhydrous toluene, is added dropwise. After stirring at ambient temperature for 1 hour 30 minutes, a solution of N-methyl-2,3-dibromomaleimide (3.53 mmol) in 40 ml of anhydrous toluene is added dropwise. After 20 minutes, 60 ml of ... Starting materials: CC(CC)C1=CC=C(C=C1)C1=CC=CN2C1=NS(CC2)(=O)=O (9-[4-(1-methylpropyl)phenyl]-3,4-dihydropyrido[2,1-c][1,2,4]thiadiazine 2,2-dioxide). The reagents and catalysts are [C].[Rh] (rhodium-carbon). Solvent: C1CCOC1 (THF), C(C)O (ethanol). Run at time 7 hour. Product: CC(CC)C1=CC=C(C=C1)C1CCCN2C1=NS(CC2)(=O)=O (9-[4-(1-methylpropyl)phenyl]-3,4,6,7,8,9-hexahydropyrido[2,1-c][1,2,4]thiadiazine 2,2-dioxide). Yield: 86.9%. RXN SMILES: [CH3:1][CH:2]([C:5]1[CH:10]=[CH:9][C:8]([C:11]2[C:16]3=[N:17][S:18](=[O:22])(=[O:21])[CH2:19][CH2:20][N:15]3[CH:14]=[CH:13][CH:12]=2)=[CH:7][CH:6]=1)[CH2:3][CH3:4]>C1COCC1.C(O)C.[C].[Rh]>[CH3:1][CH:2]([C:5]1[CH:6]=[CH:7][C:8]([CH:11]2[C:16]3=[N:17][S:18](=[O:22])(=[O:21])[CH2:19][CH2:20][N:15]3[CH2:14][CH2:13][CH2:12]2)=[CH:9][CH:10]=1)[CH2:3][CH3:4] |f:3.4|. Procedure: A mixture of 5% rhodium-carbon (50% wet, 15 mg) and 9-[4-(1-methylpropyl)phenyl]-3,4-dihydropyrido[2,1-c][1,2,4]thiadiazine 2,2-dioxide (150 mg) in THF (30 mL) and ethanol (30 mL) was stirred under a hydrogen atmosphere (3 atm) at room temperature for 7 hr. The reaction mixture was filtered, and the filtrate was concentrated to give the title compound (132 mg) as a brown solid. The obtained solid was crystallized from THF and diisopropyl ether to give a brown solid.